This data is from the Open Reaction Database (ORD), a public repository of structured organic reaction records. The task is: describe an organic reaction: reactants, conditions, products, and yield Starting materials: FC(OC=1C(=C(C=CC1)/C=C/C=1N=C2SC=CN2C1C(=O)OCC)O)F (Ethyl 6-{(E)-2-[3-(difluoromethoxy)-2-hydroxyphenyl]vinyl}imidazo[2,1-b][1,3]thiazole-5-carboxylate), FC(OC=1C(=C(C=CC1)/C=C/C=1N=C2SC=CN2C1C(=O)O)OCC(C)(C)C)F (6-{(E)-2-[3-(Difluoromethoxy)-2-(2,2-dimethylpropoxy)phenyl]vinyl}imidazo[2,1-b][1,3]thiazole-5-carboxylic acid), BrCCCCC (1-bromopentane), C([O-])([O-])=O.[K+].[K+] (potassium carbonate). Run in CN(C=O)C (N,N-dimethylformamide). Product: FC(OC=1C(=C(C=CC1)/C=C/C=1N=C2SC=CN2C1C(=O)OCC)OCCCCC)F (Ethyl 6-{(E)-2-[3-(difluoromethoxy)-2-(pentyloxy)phenyl]vinyl}imidazo[2,1 -b][1,3]thiazole-5-carboxylate). Yield: 100.2%. Reaction SMILES: [F:1][CH:2]([F:26])[O:3][C:4]1[C:5]([OH:25])=[C:6](/[CH:10]=[CH:11]/[C:12]2[N:13]=[C:14]3[N:18]([C:19]=2[C:20]([O:22][CH2:23][CH3:24])=[O:21])[CH:17]=[CH:16][S:15]3)[CH:7]=[CH:8][CH:9]=1.Br[CH2:28][CH2:29][CH2:30][CH2:31][CH3:32].C(=O)([O-])[O-].[K+].[K+].FC(F)OC1C(OCC(C)(C)C)=C(/C=C/C2N=C3N(C=2C(O)=O)C=CS3)C=CC=1>CN(C)C=O>[F:26][CH:2]([F:1])[O:3][C:4]1[C:5]([O:25][CH2:28][CH2:29][CH2:30][CH2:31][CH3:32])=[C:6](/[CH:10]=[CH:11]/[C:12]2[N:13]=[C:14]3[N:18]([C:19]=2[C:20]([O:22][CH2:23][CH3:24])=[O:21])[CH:17]=[CH:16][S:15]3)[CH:7]=[CH:8][CH:9]=1 |f:2.3.4|. Procedure: Alkylation of Intermediate 6 (400 mg, 1.052 mmol) with 1-bromopentane (157 mg, 1.262 mmol) in presence of potassium carbonate (160 mg, 1.157 mmol) in anhydrous N,N-dimethylformamide (4 mL) as described in Intermediate 7A gave 475 mg of the compound as a white solid; 1H NMR (300 MHz, DMSO-d6) δ 0.90 (t, J=7.2 Hz, 3H), 1.30-1.40 (m, 5H), 1.44-1.52 (m, 2H), 1.72-1.78 (m, 2H), 3.93 (t, J=6.6 Hz, 2H), 4.40 (q, J=6.9 Hz, 2H), 7.19 (t, J=73.8 Hz, 1H), 7.21-7.30 (m, 2H), 7.43-7.49 (m, 1H), 7.53-7.58 (m,... Reactants: O[C@@H]1C[C@@H]2CC[C@H]3[C@@H]4CC=C(C(C)=O)[C@]4(CC([C@@H]3[C@]2(CC1)C)=O)C (3β-hydroxy-5α-pregn-16-ene-11,20-dione), C1(=CC=C(C=C1)S(=O)(=O)Cl)C (toluene-p-sulphonyl chloride). The solvent is N1=CC=CC=C1 (pyridine). The product is C1(=CC=C(C=C1)S(=O)(=O)O[C@@H]1C[C@@H]2CC[C@H]3[C@@H]4CC=C(C(C)=O)[C@]4(CC([C@@H]3[C@]2(CC1)C)=O)C)C (3β-toluene-p-sulphonyloxy-5α-pregn-16-ene-11,20-dione). Yield: 97.6%. As a reaction SMILES: [OH:1][C@H:2]1[CH2:21][CH2:20][C@@:19]2([CH3:22])[C@@H:4]([CH2:5][CH2:6][C@@H:7]3[C@@H:18]2[C:17](=[O:23])[CH2:16][C@@:15]2([CH3:24])[C@H:8]3[CH2:9][CH:10]=[C:11]2[C:12](=[O:14])[CH3:13])[CH2:3]1.[C:25]1([CH3:35])[CH:30]=[CH:29][C:28]([S:31](Cl)(=[O:33])=[O:32])=[CH:27][CH:26]=1>N1C=CC=CC=1>[C:25]1([CH3:35])[CH:30]=[CH:29][C:28]([S:31]([O:1][C@H:2]2[CH2:21][CH2:20][C@@:19]3([CH3:22])[C@@H:4]([CH2:5][CH2:6][C@@H:7]4[C@@H:18]3[C:17](=[O:23])[CH2:16][C@@:15]3([CH3:24])[C@H:8]4[CH2:9][CH:10]=[C:11]3[C:12](=[O:14])[CH3:13])[CH2:3]2)(=[O:33])=[O:32])=[CH:27][CH:26]=1. Procedure details: A solution of 3β-hydroxy-5α-pregn-16-ene-11,20-dione (39.6 g) in dry pyridine (165 ml.) was treated with toluene-p-sulphonyl chloride (43.9 g.) to give 3β-toluene-p-sulphonyloxy-5α-pregn-16-ene-11,20-dione (56.7 g.) m.p. 147°-151°. A portion (10.7 g.) of this material was crystallised from ethyl acetate-petrol to give the pure toluenesulphonate (9.2 g.) as plates m.p. 154°-155°, [α]D + 42.8° (c 1.2). Starting materials: c1ccc(CCN2CCNCC2)cc1, FC(F)(F)c1nnc2ccc(Cl)nn12. Yields the product FC(F)(F)c1nnc2ccc(N3CCN(CCc4ccccc4)CC3)nn12. As a reaction SMILES: [CH2:1]([CH2:2][c:3]1[cH:4][cH:5][cH:6][cH:7][cH:8]1)[N:9]1[CH2:10][CH2:11][NH:12][CH2:13][CH2:14]1.[Cl:15][c:16]1[cH:17][cH:18][c:19]2[n:20]([n:21]1)[c:22]([C:25]([F:26])([F:27])[F:28])[n:23][n:24]2>>[CH2:1]([CH2:2][c:3]1[cH:4][cH:5][cH:6][cH:7][cH:8]1)[N:9]1[CH2:10][CH2:11][N:12]([c:16]2[cH:17][cH:18][c:19]3[n:20]([n:21]2)[c:22]([C:25]([F:26])([F:27])[F:28])[n:23][n:24]3)[CH2:13][CH2:14]1. Starting materials: C(#N)C1(CC1)NC(=O)[C@H]1NC[C@@H](C1)SC1=C(C=CC=C1)OC(F)(F)F ((2S,4R)-N-(1-cyanocyclopropyl)-4-(2-(trifluoromethoxy)phenylthio)pyrrolidine-2-carboxamide), C(C)OC(=O)N1CCC(CC1)N1C(CC1)C(=O)[O-].[Li+] (lithium 1-(1-(ethoxycarbonyl)piperidin-4-yl)azetidine-2-carboxylate). The product is C(#N)C1(CC1)NC(=O)[C@H]1N(C[C@@H](C1)SC1=C(C=CC=C1)OC(F)(F)F)C(=O)C1N(CC1)C1CCN(CC1)C(=O)OCC (ethyl 4-(2-((2S,4R)-2-(1-cyanocyclopropylcarbamoyl)-4-(2-(trifluoromethoxy)phenylthio)pyrrolidine-1-carbonyl)azetidin-1-yl)piperidine-1-carboxylate), solid. Isolated yield 70.0%. As a reaction SMILES: [C:1]([C:3]1([NH:6][C:7]([C@@H:9]2[CH2:13][C@@H:12]([S:14][C:15]3[CH:20]=[CH:19][CH:18]=[CH:17][C:16]=3[O:21][C:22]([F:25])([F:24])[F:23])[CH2:11][NH:10]2)=[O:8])[CH2:5][CH2:4]1)#[N:2].[CH2:26]([O:28][C:29]([N:31]1[CH2:36][CH2:35][CH:34]([N:37]2[CH2:40][CH2:39][CH:38]2[C:41]([O-])=[O:42])[CH2:33][CH2:32]1)=[O:30])[CH3:27].[Li+]>>[C:1]([C:3]1([NH:6][C:7]([C@@H:9]2[CH2:13][C@@H:12]([S:14][C:15]3[CH:20]=[CH:19][CH:18]=[CH:17][C:16]=3[O:21][C:22]([F:25])([F:23])[F:24])[CH2:11][N:10]2[C:41]([CH:38]2[CH2:39][CH2:40][N:37]2[CH:34]2[CH2:33][CH2:32][N:31]([C:29]([O:28][CH2:26][CH3:27])=[O:30])[CH2:36][CH2:35]2)=[O:42])=[O:8])[CH2:4][CH2:5]1)#[N:2] |f:1.2|. Procedure: The reaction of (2S,4R)-N-(1-cyanocyclopropyl)-4-(2-(trifluoromethoxy)phenylthio)pyrrolidine-2-carboxamide 12D and lithium 1-(1-(ethoxycarbonyl)piperidin-4-yl)azetidine-2-carboxylate 20J carried out according to the general procedure L yielded ethyl 4-(2-((2S,4R)-2-(1-cyanocyclopropylcarbamoyl)-4-(2-(trifluoromethoxy)phenylthio)pyrrolidine-1-carbonyl)azetidin-1-yl)piperidine-1-carboxylate 1:1 epimers as a white solid (70%). MS ISP (m/e): 610.3 (100) [(M+H)]+. Starting materials: CCNc1ncc2c(n1)N1CCCC1CN(c1cccc(N3CCN(C(=O)OC(C)(C)C)CC3)c1)C2=O, CCO, CCO, Cl. Yields the product CCNc1ncc2c(n1)N1CCCC1CN(c1cccc(N3CCNCC3)c1)C2=O. Reaction SMILES: [C:1]([O:2][C:3](=[O:4])[N:8]1[CH2:9][CH2:10][N:11]([c:14]2[cH:15][c:16]([N:20]3[C:21](=[O:37])[c:22]4[c:23]([n:30][c:31]([NH:34][CH2:35][CH3:36])[n:32][cH:33]4)[N:24]4[CH2:25][CH2:26][CH2:27][CH:28]4[CH2:29]3)[cH:17][cH:18][cH:19]2)[CH2:12][CH2:13]1)([CH3:5])([CH3:6])[CH3:7].[CH2:38]([OH:39])[CH3:40].[CH3:42][CH2:43][OH:44].[ClH:41]>>[NH:8]1[CH2:9][CH2:10][N:11]([c:14]2[cH:15][c:16]([N:20]3[C:21](=[O:37])[c:22]4[c:23]([n:30][c:31]([NH:34][CH2:35][CH3:36])[n:32][cH:33]4)[N:24]4[CH2:25][CH2:26][CH2:27][CH:28]4[CH2:29]3)[cH:17][cH:18][cH:19]2)[CH2:12][CH2:13]1. The reactants are [N+](=O)([O-])C=1C=C2C(N(C(=NC2=CC1)CC)CC1=CC=C(C=C1)C1=C(C=CC=C1)C1=NN=NN1C(C1=CC=CC=C1)(C1=CC=CC=C1)C1=CC=CC=C1)=O (6-Nitro-2-ethyl-3-[(2'-(N-triphenylmethyltetrazol-5-yl)-biphen-4-yl)-methyl]-quinazolin-4(3H)-one). Reagents/catalysts: [Ni] (Raney nickel). Solvent: O1CCOCC1 (dioxane). Product: NC=1C=C2C(N(C(=NC2=CC1)CC)CC1=CC=C(C=C1)C1=C(C=CC=C1)C1=NN=NN1C(C1=CC=CC=C1)(C1=CC=CC=C1)C1=CC=CC=C1)=O (6-Amino-2-ethyl-3-[(2'-(N-triphenylmethyl-tetrazol-5-yl)-biphen-4-yl)-methyl]-quinazolin-4(3H)-one). Reaction SMILES: [N+:1]([C:4]1[CH:5]=[C:6]2[C:11](=[CH:12][CH:13]=1)[N:10]=[C:9]([CH2:14][CH3:15])[N:8]([CH2:16][C:17]1[CH:22]=[CH:21][C:20]([C:23]3[CH:28]=[CH:27][CH:26]=[CH:25][C:24]=3[C:29]3[N:33]([C:34]([C:47]4[CH:52]=[CH:51][CH:50]=[CH:49][CH:48]=4)([C:41]4[CH:46]=[CH:45][CH:44]=[CH:43][CH:42]=4)[C:35]4[CH:40]=[CH:39][CH:38]=[CH:37][CH:36]=4)[N:32]=[N:31][N:30]=3)=[CH:19][CH:18]=1)[C:7]2=[O:53])([O-])=O>O1CCOCC1.[Ni]>[NH2:1][C:4]1[CH:5]=[C:6]2[C:11](=[CH:12][CH:13]=1)[N:10]=[C:9]([CH2:14][CH3:15])[N:8]([CH2:16][C:17]1[CH:18]=[CH:19][C:20]([C:23]3[CH:28]=[CH:27][CH:26]=[CH:25][C:24]=3[C:29]3[N:33]([C:34]([C:47]4[CH:52]=[CH:51][CH:50]=[CH:49][CH:48]=4)([C:41]4[CH:42]=[CH:43][CH:44]=[CH:45][CH:46]=4)[C:35]4[CH:40]=[CH:39][CH:38]=[CH:37][CH:36]=4)[N:32]=[N:31][N:30]=3)=[CH:21][CH:22]=1)[C:7]2=[O:53]. Reported procedure: 6-Nitro-2-ethyl-3-[(2'-(N-triphenylmethyltetrazol-5-yl)-biphen-4-yl)-methyl]-quinazolin-4(3H)-one (0.11 g) was hydrogenated in dioxane (2.0 ml) solution under 1 atm H2 for 1 hr in the presence of Raney nickel catalyst. Starting materials: P12(=S)SP3(=S)SP(=S)(S1)SP(=S)(S2)S3 (Phosphorus pentasulfide), CSCN1N=NC=2N(C1=O)C=NC2C(=O)N (3-(methylthiomethyl)-4-oxo-3,4-dihydroimidazo[5,1-d][1,2,3,5]tetrazine-8-carboxamide), C[Si](O[Si](C)(C)C)(C)C (hexamethyldisiloxane). Yield: 36.0%. RXN SMILES: P12(SP3(SP(SP(S3)(S1)=S)(=S)S2)=S)=[S:2].[CH3:15][S:16][CH2:17][N:18]1[C:23](=[O:24])[N:22]2[CH:25]=[N:26][C:27]([C:28]([NH2:30])=O)=[C:21]2[N:20]=[N:19]1.C[Si](C)(C)O[Si](C)(C)C>C(Cl)Cl>[CH3:15][S:16][CH2:17][N:18]1[C:23](=[O:24])[N:22]2[CH:25]=[N:26][C:27]([C:28](=[S:2])[NH2:30])=[C:21]2[N:20]=[N:19]1. Procedure details: Phosphorus pentasulfide (25 mg, 0.11 mmol) was added in one portion to a suspension of 3-(methylthiomethyl)-4-oxo-3,4-dihydroimidazo[5,1-d][1,2,3,5]tetrazine-8-carboxamide and hexamethyldisiloxane (85 mg; 0.112 mL, 0.525 mmol) in DCM (5 mL) and the mixture was refluxed overnight. The crude product was absorbed on silica and purified by flash chromatography using DCM:MeOH (95:5) as eluent to give 39 mg of the title compound as an orange solid (36% yield). δH (DMSO d6): 9.95 (1H, s), 9.47 (1H, s),... Run in C(Cl)Cl (DCM). The product is CSCN1N=NC=2N(C1=O)C=NC2C(N)=S (3-(Methylthiomethyl)-4-oxo-3,4-dihydroimidazo[5,1-d][1,2,3,5]tetrazine-8-carbothioamide).